Dataset: the Open Reaction Database (ORD), a public repository of structured organic reaction records. Task: describe an organic reaction: reactants, conditions, products, and yield RXN SMILES: [CH3:1][O:2][C:3](=[O:13])[C:4]1[CH:12]=[CH:11][CH:10]=[C:6]([C:7]([OH:9])=O)[CH:5]=1.C(N1C=CN=C1)(N1C=CN=C1)=O.C(=O)=O.[F:29][C:30]1[CH:39]=[CH:38][C:33]([C:34]([NH:36]O)=[NH:35])=[CH:32][CH:31]=1>CN(C=O)C>[CH3:1][O:2][C:3](=[O:13])[C:4]1[CH:12]=[CH:11][CH:10]=[C:6]([C:7]2[O:9][N:36]=[C:34]([C:33]3[CH:38]=[CH:39][C:30]([F:29])=[CH:31][CH:32]=3)[N:35]=2)[CH:5]=1. Product: COC(C1=CC(=CC=C1)C1=NC(=NO1)C1=CC=C(C=C1)F)=O (3-[3-(4-Fluoro-phenyl)-[1,2,4]oxadiazol-5-yl]-benzoic acid methyl ester). Solvent: CN(C)C=O (DMF). Procedure details: In a 50 ml flask, 1.17 g (6.5 mmol) of isophtalic acid monomethyl ester are dissolved in 10 ml of DMF. To this solution, 1.16 g (7.2 mmol, 1.1 eq.) of 1,1′-carbonyl-diimidazole is added at room temperature under nitrogen. The mixture is stirred until carbon dioxide formation stops. Then, 1.00 g (6.5 mmol) of 4-fluoro-N-hydroxy-benzamidine is added and the resulting yellow solution stirred for 2 h. Now, another 1.16 g (7.2 mmol, 1.1 eq.) of 1,1′-carbonyl-diimidazole are added and the mixture is h... The reactants are FC1=CC=C(C(=N)NO)C=C1 (4-fluoro-N-hydroxy-benzamidine), COC(C1=CC(C(=O)O)=CC=C1)=O (isophtalic acid monomethyl ester), C(=O)(N1C=NC=C1)N1C=NC=C1 (1,1′-carbonyl-diimidazole), C(=O)=O (carbon dioxide), C(=O)(N1C=NC=C1)N1C=NC=C1 (1,1′-carbonyl-diimidazole). Reaction conditions: temperature 115 celsius, time 2 hour.